This data is from the Open Reaction Database (ORD), a public repository of structured organic reaction records. The task is: describe an organic reaction: reactants, conditions, products, and yield Reactants: [OH-].[K+] (potassium hydroxide), O (water), P(=O)(Cl)(Cl)Cl (phosphorous oxychloride), CN(C=O)C (N,N-dimethylformamide), C(C)OC(=O)N1C(C2=CC(=C(C=C2C=C1)OC)OCC1=CC=CC=C1)CC1=CC(=CC=C1)OC (7-benzyloxy-6-methoxy-1-(3-methoxy-benzyl)-1H-isoquinoline-2-carboxylic acid ethyl ester), CN(C=O)C (N,N-dimethylformamide), O (water), oxide. Run in CO (methanol), ClCCl (dichloromethane), CO (methanol). Conditions: time 30 minute. Product: C(C1=CC=CC=C1)OC1=C(C=C2C(=CN=C(C2=C1)CC1=CC(=CC=C1)OC)C=O)OC (7-benzyloxy-6-methoxy-1-(3-methoxy-benzyl)-isoquinoline-4-carbaldehyde). Yield: 53.0%. As a reaction SMILES: P(Cl)(Cl)(Cl)=O.C(OC([N:11]1[CH:20]=[CH:19][C:18]2[C:13](=[CH:14][C:15]([O:23][CH2:24][C:25]3[CH:30]=[CH:29][CH:28]=[CH:27][CH:26]=3)=[C:16]([O:21][CH3:22])[CH:17]=2)[CH:12]1[CH2:31][C:32]1[CH:37]=[CH:36][CH:35]=[C:34]([O:38][CH3:39])[CH:33]=1)=O)C.O.[OH-].[K+].CN(C)[CH:45]=[O:46]>CO.ClCCl>[CH2:24]([O:23][C:15]1[CH:14]=[C:13]2[C:18]([C:19]([CH:45]=[O:46])=[CH:20][N:11]=[C:12]2[CH2:31][C:32]2[CH:37]=[CH:36][CH:35]=[C:34]([O:38][CH3:39])[CH:33]=2)=[CH:17][C:16]=1[O:21][CH3:22])[C:25]1[CH:30]=[CH:29][CH:28]=[CH:27][CH:26]=1 |f:3.4|. Procedure: To N,N-dimethylformamide (0.36 mL) at 0° C. was added phosphorous oxychloride (0.84 mL, 0.80 g, 10.9 mmol.) dropwise. The mixture was warmed to room temperature and stirred×30 minutes. The mixture was recooled in an ice-bath, and 7-benzyloxy-6-methoxy-1-(3-methoxy-benzyl)-1H-isoquinoline-2-carboxylic acid ethyl ester (2.15 g, 2.11 mmol) in N,N-dimethylformamide (5 mL) was added dropwise. After addition was complete, the mixture was heated on an oil bath×2 hours at 60° C. The mixture was cooled, ...